The task is: describe an organic reaction: reactants, conditions, products, and yield. This data is from the Open Reaction Database (ORD), a public repository of structured organic reaction records. Starting materials: Brc1cncc(Br)c1, C#C[Si](C)(C)C, [Cu]I, Cl[Pd]Cl, c1ccc(P(c2ccccc2)c2ccccc2)cc1, c1ccc(P(c2ccccc2)c2ccccc2)cc1. The product is C[Si](C)(C)C#Cc1cncc(Br)c1. As a reaction SMILES: [Br:1][c:2]1[cH:3][n:4][cH:5][c:6]([Br:7])[cH:8]1.[CH3:9][Si:10]([CH3:11])([CH3:12])[C:13]#[CH:14].[Cu:15][I:16].[Pd:17]([Cl:18])[Cl:19].[c:20]1([P:21]([c:22]2[cH:23][cH:24][cH:25][cH:26][cH:27]2)[c:28]2[cH:29][cH:30][cH:31][cH:32][cH:33]2)[cH:34][cH:35][cH:36][cH:37][cH:38]1.[c:39]1([P:40]([c:41]2[cH:42][cH:43][cH:44][cH:45][cH:46]2)[c:47]2[cH:48][cH:49][cH:50][cH:51][cH:52]2)[cH:53][cH:54][cH:55][cH:56][cH:57]1>>[c:2]1([C:14]#[C:13][Si:10]([CH3:9])([CH3:11])[CH3:12])[cH:3][n:4][cH:5][c:6]([Br:7])[cH:8]1. RXN SMILES: [Br:1][C:2]1[N:7]=[C:6]([NH:8][C@H:9]([C:11]2[CH:16]=[CH:15][CH:14]=[C:13]([N+:17]([O-])=O)[CH:12]=2)[CH3:10])[CH:5]=[CH:4][CH:3]=1.[Cl-].[NH4+].[In]>C(O)C.O>[NH2:17][C:13]1[CH:12]=[C:11]([C@@H:9]([NH:8][C:6]2[CH:5]=[CH:4][CH:3]=[C:2]([Br:1])[N:7]=2)[CH3:10])[CH:16]=[CH:15][CH:14]=1 |f:1.2|. The product is NC=1C=C(C=CC1)[C@H](C)NC1=NC(=CC=C1)Br (N-[(1S)-1-(3-aminophenyl)ethyl]-6-bromopyridin-2-amine). Reactants: [In] (indium), BrC1=CC=CC(=N1)N[C@@H](C)C1=CC(=CC=C1)[N+](=O)[O-] (6-bromo-N-[(1S)-1-(3-nitrophenyl)ethyl]pyridin-2-amine), [Cl-].[NH4+] (ammonium chloride). Reported procedure: To a solution of 6-bromo-N-[(1S)-1-(3-nitrophenyl)ethyl]pyridin-2-amine (100 mg, 0.31 mmol) in ethanol (5 mL) was added a solution of ammonium chloride (166 mg, 3.1 mmol) in water (2.5 mL), then indium powder (142 mg, mesh 100, 1.24 mmol). The mixture was heated at reflux for 4.5 hours, was allowed to cool to room temperature and was filtered through Celite. The filter cake was washed with water and ethanol and the combined filtrates were extracted with dichloromethane (2×30 mL) and the extracts... The solvent is C(C)O (ethanol), O (water). Yield: 77.3%. The reactants are C(C)(C)N1N=CC=C1C=1N=C2N(C3=C(OCC2)C=C(C=N3)C(=O)OC)C1 (methyl 9-(1-isopropyl-1H-pyrazol-5-yl)-6,7-dihydroimidazo[1,2-d]pyrido[3,2-b][1,4]oxazepine-3-carboxylate), [Li+].[OH-] (LiOH), Cl (HCl). Solvent: CO (methanol), O1CCCC1 (tetrahydrofuran). Run at time 6 hour. Product: C(C)(C)N1N=CC=C1C=1N=C2N(C3=C(OCC2)C=C(C=N3)C(=O)O)C1 (9-(1-Isopropyl-1H-pyrazol-5-yl)-6,7-dihydroimidazo[1,2-d]pyrido[3,2-b][1,4]oxazepine-3-carboxylic acid). As a reaction SMILES: [CH:1]([N:4]1[C:8]([C:9]2[N:10]=[C:11]3[CH2:17][CH2:16][O:15][C:14]4[CH:18]=[C:19]([C:22]([O:24]C)=[O:23])[CH:20]=[N:21][C:13]=4[N:12]3[CH:26]=2)=[CH:7][CH:6]=[N:5]1)([CH3:3])[CH3:2].[Li+].[OH-].Cl>CO.O1CCCC1>[CH:1]([N:4]1[C:8]([C:9]2[N:10]=[C:11]3[CH2:17][CH2:16][O:15][C:14]4[CH:18]=[C:19]([C:22]([OH:24])=[O:23])[CH:20]=[N:21][C:13]=4[N:12]3[CH:26]=2)=[CH:7][CH:6]=[N:5]1)([CH3:3])[CH3:2] |f:1.2|. Procedure details: A mixture of 21 mg (0.06 mmol) of methyl 9-(1-isopropyl-1H-pyrazol-5-yl)-6,7-dihydroimidazo[1,2-d]pyrido[3,2-b][1,4]oxazepine-3-carboxylate and 1.0 ml of 1 N aq LiOH in 4 ml of methanol and 4 ml of tetrahydrofuran was stirred for 6 hours. The mixture was acidified to pH 3 by addition of 1 N HCl and concentrated in vacuum. The residue was partitioned between ethyl acetate and water, the organic layer was washed with brine, dried over Na2SO4 and concentrated. Yield 17 mg. MS (ESI+): 340.1 Reactants: C(C)(C)(C)OC(=O)N1CCC(CC1)CNS(=O)(=O)C=1C(=C(C=CC1Cl)NC(=O)NC1=C(C(=CC=C1)Cl)Cl)O (N-[3-[N″-[(1-tert-butoxycarbonylpiperidin4-yl)methyl]aminosulfonyl]-4-chloro-2-hydroxyphenyl]-N′-(2,3-dichlorophenyl) urea), FC(C(=O)O)(F)F (trifluoroacetic acid). The product is FC(C(=O)O)(F)F.ClC1=C(C(=C(C=C1)NC(=O)NC1=C(C(=CC=C1)Cl)Cl)O)S(=O)(=O)NCC1CCNCC1 (N-[4-chloro-2-hydroxy-3-[N″-[(piperidin4-yl)methyl]aminosulfonyl]phenyl]-N′-(2,3-dichlorophenyl) urea trifluoroacetate). The yield is 44.0%. As a reaction SMILES: C(OC([N:8]1[CH2:13][CH2:12][CH:11]([CH2:14][NH:15][S:16]([C:19]2[C:20]([OH:38])=[C:21]([NH:26][C:27]([NH:29][C:30]3[CH:35]=[CH:34][CH:33]=[C:32]([Cl:36])[C:31]=3[Cl:37])=[O:28])[CH:22]=[CH:23][C:24]=2[Cl:25])(=[O:18])=[O:17])[CH2:10][CH2:9]1)=O)(C)(C)C.[F:39][C:40]([F:45])([F:44])[C:41]([OH:43])=[O:42]>>[F:39][C:40]([F:45])([F:44])[C:41]([OH:43])=[O:42].[Cl:25][C:24]1[CH:23]=[CH:22][C:21]([NH:26][C:27]([NH:29][C:30]2[CH:35]=[CH:34][CH:33]=[C:32]([Cl:36])[C:31]=2[Cl:37])=[O:28])=[C:20]([OH:38])[C:19]=1[S:16]([NH:15][CH2:14][CH:11]1[CH2:12][CH2:13][NH:8][CH2:9][CH2:10]1)(=[O:18])=[O:17] |f:2.3|. Reported procedure: Following the general procedure for Boc deprotection outlined in example 36, N-[3-[N″-[(1-tert-butoxycarbonylpiperidin4-yl)methyl]aminosulfonyl]-4-chloro-2-hydroxyphenyl]-N′-(2,3-dichlorophenyl) urea (20 mg, 0.033 mmol) was stirred in trifluoroacetic acid to form the desired product (9 mg, 44%). LC-MS (m/z) 509.0 (M+). Reaction SMILES: [Br:1][c:2]1[cH:3][c:4]([C:5](=[O:6])[NH:7][c:8]2[s:9][c:10]3[c:11]([n:12]2)[c:13]([O:23][CH3:24])[cH:14][cH:15][c:16]3[CH:17]2[CH2:18][CH2:19][O:20][CH2:21][CH2:22]2)[cH:25][cH:26][n:27]1.[CH:30]([CH3:31])([CH3:32])[OH:33].[H-:28].[Na+:29].[O:34]1[CH2:35][CH2:36][O:37][CH2:38][CH2:39]1.[O:40]=[CH:41][N:42]([CH3:43])[CH3:44]>>[c:2]1([O:33][CH:30]([CH3:31])[CH3:32])[cH:3][c:4]([C:5](=[O:6])[NH:7][c:8]2[s:9][c:10]3[c:11]([n:12]2)[c:13]([O:23][CH3:24])[cH:14][cH:15][c:16]3[CH:17]2[CH2:18][CH2:19][O:20][CH2:21][CH2:22]2)[cH:25][cH:26][n:27]1. Yields the product COc1ccc(C2CCOCC2)c2sc(NC(=O)c3ccnc(OC(C)C)c3)nc12. Reactants: COc1ccc(C2CCOCC2)c2sc(NC(=O)c3ccnc(Br)c3)nc12, CC(C)O, [H-], [Na+], C1COCCO1, CN(C)C=O. Procedure: A solution of 10.4 g. of the carboxylic acid prepared according to (c) in 50 ml. of ether was combined with such an amount of ethereal diazomethane solution that there was no longer any liberation of nitrogen during the addition of the reagent and the yellow coloring of the reaction solution remained. Excess diazomethane and solvent were then removed under vacuum, and the residue was distilled with the aid of a water jet aspirator, thus obtaining 10.6 g. of final product, b.p. 87°-89° (18 mm.). Solvent: CCOCC (ether). Product: COC(CC\C=C(\C)/Cl)=O ((4Z)-5-Chloro-4-hexenoic Acid Methyl Ester). As a reaction SMILES: [Cl:1]/[C:2](/[CH3:9])=[CH:3]\[CH2:4][CH2:5][C:6]([OH:8])=[O:7].[N+](=[CH2:12])=[N-]>CCOCC>[CH3:12][O:7][C:6](=[O:8])[CH2:5][CH2:4]/[CH:3]=[C:2](\[Cl:1])/[CH3:9]. The reactants are carboxylic acid, Cl\C(=C/CCC(=O)O)\C ((4Z)-5-Chloro-4-hexenoic Acid), [N+](=[N-])=C (diazomethane).